This data is from the Open Reaction Database (ORD), a public repository of structured organic reaction records. The task is: describe an organic reaction: reactants, conditions, products, and yield The reactants are C1CCNC1, CCO, c1ccc2c(c1)CCC1OC21. Product: OC1CCc2ccccc2C1N1CCCC1. As a reaction SMILES: [CH2:12]1[CH2:13][CH2:14][NH:15][CH2:16]1.[CH3:17][CH2:18][OH:19].[O:1]1[CH:2]2[CH:3]1[CH2:4][CH2:5][c:6]1[cH:7][cH:8][cH:9][cH:10][c:11]12>>[OH:1][CH:3]1[CH:2]([N:15]2[CH2:14][CH2:13][CH2:12][CH2:16]2)[c:11]2[c:6]([cH:7][cH:8][cH:9][cH:10]2)[CH2:5][CH2:4]1. The reactants are FC=1C(=C2CC(NC2=CC1)=O)I (1,3-Dihydro-5-fluoro-4-iodo-2H-indol-2-one), C(C)(=O)C=1C=C(NC1)C=O (4-acetyl-2-formylpyrrole), C1CCOC1 (THF). Run in N1CCCCC1 (piperidine), CC(C)O (2-propanol). The product is C(C)(=O)C=1C=C(NC1)\C=C\1/C(NC2=CC=C(C(=C12)I)F)=O ((Z)-3-[(4-Acetyl-1H-pyrrol-2-yl)methylene]-1,3-dihydro-5-fluoro-4-iodo-2H-indol-2-one). RXN SMILES: [F:1][C:2]1[C:3]([I:12])=[C:4]2[C:8](=[CH:9][CH:10]=1)[NH:7][C:6](=[O:11])[CH2:5]2.[C:13]([C:16]1[CH:17]=[C:18]([CH:21]=O)[NH:19][CH:20]=1)(=[O:15])[CH3:14].C1COCC1>N1CCCCC1.CC(O)C>[C:13]([C:16]1[CH:17]=[C:18](/[CH:21]=[C:5]2\[C:6](=[O:11])[NH:7][C:8]3[C:4]\2=[C:3]([I:12])[C:2]([F:1])=[CH:10][CH:9]=3)[NH:19][CH:20]=1)(=[O:15])[CH3:14]. Procedure details: 1,3-Dihydro-5-fluoro-4-iodo-2H-indol-2-one (0.77 g, 2.8 mmol) (see Example 2A, supra) and 4-acetyl-2-formylpyrrole (0.42 g, 3.06 mmol) (Example 90A above) were suspended in 1% piperidine in 2-propanol (12 mL) and THF (5 mL) and heated at 85° C. for 2 h. Yellow precipitate was formed. After cooling to room temperature, product was collected by filtration and washed with aqueous 2-propanol and dried in vacuum oven to yield (Z)-3-[(4-Acetyl-1H-pyrrol-2-yl)methylene]-1,3-dihydro-5-fluoro-4-iodo-2H-i... Reactants: NC=1C=C(C=CC1N)C1=CC(=C(N)C=C1)N (3,3′-diaminobenzidine), CN(C1=CC=C(C=C1)NC(=O)C1=CC=C(C=O)C=C1)C (4-(4-dimethylaminophenyl)aminocarbonylbenzaldehyde). Product: N1C(=NC2=C1C=CC(=C2)C2=CC1=C(N=C(N1)C1=CC=C(C(=O)NC3=CC=C(C=C3)N(C)C)C=C1)C=C2)C2=CC=C(C(=O)NC1=CC=C(C=C1)N(C)C)C=C2 (4,4′-(1H,3′H-[5,5′-bibenzo[d]imidazole]-2,2′-diyl)bis(N-(4-(dimethylamino)phenyl)benzamide)). As a reaction SMILES: [NH2:1][C:2]1[CH:3]=[C:4]([C:9]2[CH:15]=[CH:14][C:12]([NH2:13])=[C:11]([NH2:16])[CH:10]=2)[CH:5]=[CH:6][C:7]=1[NH2:8].[CH3:17][N:18]([CH3:36])[C:19]1[CH:24]=[CH:23][C:22]([NH:25][C:26]([C:28]2[CH:35]=[CH:34][C:31]([CH:32]=O)=[CH:30][CH:29]=2)=[O:27])=[CH:21][CH:20]=1>>[NH:8]1[C:7]2[CH:6]=[CH:5][C:4]([C:9]3[CH:15]=[CH:14][C:12]4[N:13]=[C:32]([C:31]5[CH:34]=[CH:35][C:28]([C:26]([NH:25][C:22]6[CH:23]=[CH:24][C:19]([N:18]([CH3:36])[CH3:17])=[CH:20][CH:21]=6)=[O:27])=[CH:29][CH:30]=5)[NH:16][C:11]=4[CH:10]=3)=[CH:3][C:2]=2[N:1]=[C:32]1[C:31]1[CH:30]=[CH:29][C:28]([C:26]([NH:25][C:22]2[CH:23]=[CH:24][C:19]([N:18]([CH3:17])[CH3:36])=[CH:20][CH:21]=2)=[O:27])=[CH:35][CH:34]=1. Reported procedure: Compound 267 was prepared according to the procedure similar to that described in Scheme III from 3,3′-diaminobenzidine and 4-(4-dimethylaminophenyl)aminocarbonylbenzaldehyde. [M+H]+ calcd for C44H38N8O2: 711.31; found: 711.38. The reactants are C(C)(C)(C)C=1C=C(N)C=C(C1OC)I (3-tert-Butyl-5-iodo-4-methoxyaniline), C(C)C(CN=C=O)Cl (ethyl 2-chloroethyl isocyanate). Yields the product C(C)(C)(C)C=1C=C(C=C(C1OC)I)NC(=O)NCCCl (1-(3-tert-butyl-5-iodo-4-methoxyphenyl)-3-(2-chloroethyl)urea). RXN SMILES: [C:1]([C:5]1[CH:6]=[C:7]([CH:9]=[C:10]([I:14])[C:11]=1[O:12][CH3:13])[NH2:8])([CH3:4])([CH3:3])[CH3:2].C([CH:17]([Cl:22])[CH2:18][N:19]=[C:20]=[O:21])C>>[C:1]([C:5]1[CH:6]=[C:7]([NH:8][C:20]([NH:19][CH2:18][CH2:17][Cl:22])=[O:21])[CH:9]=[C:10]([I:14])[C:11]=1[O:12][CH3:13])([CH3:4])([CH3:2])[CH3:3]. Procedure: 3-tert-Butyl-5-iodo-4-methoxyaniline (305 mg, 1 mmol) and ethyl 2-chloroethyl isocyanate (0.085 mL, 1.000 mmol) were reacted in the same manner as Example 15 Part A to give the title compound which was used without purification. Starting materials: CC#N, Cc1nc(N2CCN(C(=O)OC(C)(C)C)CC2)sc1C, O=C1CCC(=O)N1Cl, O. Yields the product Cc1sc(N2CCN(C(=O)OC(C)(C)C)CC2)nc1CCl. As a reaction SMILES: [CH3:30][C:31]#[N:32].[CH3:9][c:10]1[n:11][c:12]([N:16]2[CH2:17][CH2:18][N:19]([C:22](=[O:23])[O:24][C:25]([CH3:26])([CH3:27])[CH3:28])[CH2:20][CH2:21]2)[s:13][c:14]1[CH3:15].[Cl:1][N:2]1[C:3](=[O:4])[CH2:5][CH2:6][C:7]1=[O:8].[OH2:29]>>[Cl:1][CH2:9][c:10]1[n:11][c:12]([N:16]2[CH2:17][CH2:18][N:19]([C:22](=[O:23])[O:24][C:25]([CH3:26])([CH3:27])[CH3:28])[CH2:20][CH2:21]2)[s:13][c:14]1[CH3:15].